From a dataset of the Open Reaction Database (ORD), a public repository of structured organic reaction records. describe an organic reaction: reactants, conditions, products, and yield Reactants: CCOC(C)=O, COC(=O)c1cc([N+](=O)[O-])cc2c1OCCO2. Yields the product COC(=O)c1cc(N)cc2c1OCCO2. Reaction SMILES: [CH3:18][CH2:19][O:20][C:21](=[O:22])[CH3:23].[N+:1]([O-:2])(=[O:3])[c:4]1[cH:5][c:6]([C:14](=[O:15])[O:16][CH3:17])[c:7]2[c:8]([cH:13]1)[O:9][CH2:10][CH2:11][O:12]2>>[NH2:1][c:4]1[cH:5][c:6]([C:14](=[O:15])[O:16][CH3:17])[c:7]2[c:8]([cH:13]1)[O:9][CH2:10][CH2:11][O:12]2.